This data is from the Open Reaction Database (ORD), a public repository of structured organic reaction records. The task is: describe an organic reaction: reactants, conditions, products, and yield Starting materials: C=Cc1cccc(C2(C)CCN(CCCCCC)CC2C)c1, C[N+]1([O-])CCOCC1, CC(C)=O, O. Yields the product CCCCCCN1CCC(C)(c2cccc(C(O)CO)c2)C(C)C1. RXN SMILES: [CH2:1]([CH2:2][CH2:3][CH2:4][CH2:5][CH3:6])[N:7]1[CH2:8][CH:9]([CH3:22])[C:10]([c:13]2[cH:14][c:15]([CH:19]=[CH2:20])[cH:16][cH:17][cH:18]2)([CH3:21])[CH2:11][CH2:12]1.[CH3:23][N+:24]1([O-:25])[CH2:26][CH2:28][O:27][CH2:29][CH2:30]1.[CH3:32][C:33](=[O:34])[CH3:35].[OH2:31]>>[CH2:1]([CH2:2][CH2:3][CH2:4][CH2:5][CH3:6])[N:7]1[CH2:8][CH:9]([CH3:22])[C:10]([c:13]2[cH:14][c:15]([CH:19]([CH2:20][OH:31])[OH:27])[cH:16][cH:17][cH:18]2)([CH3:21])[CH2:11][CH2:12]1. Starting materials: C1(C(C1)C(=O)O)C(=O)O (1,2-cyclopropanedicarboxylic acid), C(C1=CC=CC=C1)N (benzylamine). Yields the product C(C1=CC=CC=C1)N1C(C2CC2C1=O)=O (3-(benzyl)-3-azabicyclo(3.1.0)hexane-2,4-dione). As a reaction SMILES: [CH:1]1([C:7]([OH:9])=O)[CH2:3][CH:2]1[C:4](O)=[O:5].[CH2:10]([NH2:17])[C:11]1[CH:16]=[CH:15][CH:14]=[CH:13][CH:12]=1>>[CH2:10]([N:17]1[C:7](=[O:9])[CH:1]2[CH:2]([CH2:3]2)[C:4]1=[O:5])[C:11]1[CH:16]=[CH:15][CH:14]=[CH:13][CH:12]=1. Reported procedure: 1,2-cyclopropanedicarboxylic acid is treated with benzylamine to form 3-(benzyl)-3-azabicyclo(3.1.0)hexane-2,4-dione (I).